Dataset: the Open Reaction Database (ORD), a public repository of structured organic reaction records. Task: describe an organic reaction: reactants, conditions, products, and yield Reactants: [I-].[K+] (potassium iodide), NC1=CC(=C(C=C1)N1C(=NN(C1=S)C)C(F)(F)F)Cl (4-(4-amino-2-chlorophenyl)-3-trifluoromethyl-4,5-dihydro-1-methyl-1,2,4-triazol-5(1H)-thione), NC1=CC(=C(C=C1)N1C(=NN(C1=S)C)C(F)(F)F)Cl (4-(4-amino-2-chlorophenyl)-3-trifluoromethyl-4,5-dihydro-1-methyl-1,2,4-triazol-5(1H)-thione), N(=O)[O-].[Na+] (sodium nitrite), S(O)(O)(=O)=O (sulfuric acid), resultant mixture. Solvent: O (water), ice. Product: ClC1=C(C=CC(=C1)I)N1C(=NN(C1=S)C)C(F)(F)F (4-(2-chloro-4-iodophenyl)-3-trifluoromethyl-4,5-dihydro-1-methyl-1,2,4-triazol-5(1H)-thione). Yield: 36.8%. RXN SMILES: [I-:1].[K+].N[C:4]1[CH:9]=[CH:8][C:7]([N:10]2[C:14](=[S:15])[N:13]([CH3:16])[N:12]=[C:11]2[C:17]([F:20])([F:19])[F:18])=[C:6]([Cl:21])[CH:5]=1.N([O-])=O.[Na+].S(=O)(=O)(O)O>O>[Cl:21][C:6]1[CH:5]=[C:4]([I:1])[CH:9]=[CH:8][C:7]=1[N:10]1[C:14](=[S:15])[N:13]([CH3:16])[N:12]=[C:11]1[C:17]([F:20])([F:19])[F:18] |f:0.1,3.4|. Reported procedure: To a stirred, warm (40° C.) solution of 10.8 g (0.0648 mole) of potassium iodide in 80 ml of water was added dropwise a solution of 10.0 g (0.0324 mole) of 4-(4-amino-2-chlorophenyl)-3-trifluoromethyl-4,5-dihydro-1-methyl-1,2,4-triazol-5(1H)-thione (Compound 94 of Table 1, prepared in Step C of Example 2), 2.70 g (0.389 mole) of sodium nitrite, and 20.0 g (0.204 mole) of concentrated sulfuric acid in 125 g of ice-cold water. The resultant mixture was stirred at 40° C. for three hours. The mixtur... Starting materials: O=C(Cl)OCc1ccccc1, ClCCl, c1ccncc1, Nc1ccc(-c2ccncc2)cc1. The product is O=C(Nc1ccc(-c2ccncc2)cc1)OCc1ccccc1. As a reaction SMILES: [CH2:14]([c:15]1[cH:16][cH:17][cH:18][cH:19][cH:20]1)[O:21][C:22](=[O:23])[Cl:24].[Cl:25][CH2:26][Cl:27].[cH:28]1[cH:29][cH:30][n:31][cH:32][cH:33]1.[n:1]1[cH:2][cH:3][c:4](-[c:7]2[cH:8][cH:9][c:10]([NH2:11])[cH:12][cH:13]2)[cH:5][cH:6]1>>[n:1]1[cH:2][cH:3][c:4](-[c:7]2[cH:8][cH:9][c:10]([NH:11][C:22]([O:21][CH2:14][c:15]3[cH:16][cH:17][cH:18][cH:19][cH:20]3)=[O:23])[cH:12][cH:13]2)[cH:5][cH:6]1. The reactants are CC(NC(=O)CCSC(=O)c1ccccc1)C(=O)O, [NH4+], [OH-], O. The product is CC(NC(=O)CCS)C(=O)O. RXN SMILES: [C:1](=[O:2])([c:3]1[cH:4][cH:5][cH:6][cH:7][cH:8]1)[S:9][CH2:10][CH2:11][C:12](=[O:13])[NH:14][CH:15]([CH3:16])[C:17](=[O:18])[OH:19].[NH4+:21].[OH-:22].[OH2:20]>>[SH:9][CH2:10][CH2:11][C:12](=[O:13])[NH:14][CH:15]([CH3:16])[C:17](=[O:18])[OH:19]. Starting materials: C(C)OC(C)N1C=NC(=C1C1=CC=C(C=C1)OC)C1=CC=C(C=C1)OC (1-(α-ethoxyethyl)-4,5-bis-(4-methoxyphenyl)-1H-imidazole), CN(CCN(C)C)C (tetramethylethylenediamine), FC(C(C(F)(F)F)=N[Si](C)(C)C)(F)F ([1,1-di(trifluoromethyl)methyleneamino]trimethylsilane), C(CCC)[Li] (butyl lithium), C([O-])(O)=O.[Na+] (sodium bicarbonate), COC1=CC=C(C=C1)N1C(=NC=C1)C(N)(C(F)(F)F)C(F)(F)F (4-methoxyphenyl-α,α-di(trifluoromethyl)-1H-imidazole-2-methanamine). Run in C1CCOC1 (THF), CCCCCC (hexane). Conditions: time 15 minute. Product: COC1=CC=C(C=C1)C=1N=C(NC1C1=CC=C(C=C1)OC)C(N)(C(F)(F)F)C(F)(F)F (4,5-Bis(4-methoxyphenyl)-α,α-di(trifluoromethyl)-1H-imidazole-2-methanamine). As a reaction SMILES: C(OC([N:6]1[C:10]([C:11]2[CH:16]=[CH:15][C:14]([O:17][CH3:18])=[CH:13][CH:12]=2)=[C:9]([C:19]2[CH:24]=[CH:23][C:22]([O:25][CH3:26])=[CH:21][CH:20]=2)[N:8]=[CH:7]1)C)C.CN(C)CCN(C)C.C([Li])CCC.[F:40][C:41]([F:53])([F:52])[C:42](=[N:47][Si](C)(C)C)[C:43]([F:46])([F:45])[F:44].C(=O)(O)[O-].[Na+].COC1C=CC(N2C=CN=C2C(C(F)(F)F)(C(F)(F)F)N)=CC=1>C1COCC1.CCCCCC>[CH3:26][O:25][C:22]1[CH:21]=[CH:20][C:19]([C:9]2[N:8]=[C:7]([C:42]([C:43]([F:46])([F:45])[F:44])([C:41]([F:53])([F:52])[F:40])[NH2:47])[NH:6][C:10]=2[C:11]2[CH:12]=[CH:13][C:14]([O:17][CH3:18])=[CH:15][CH:16]=2)=[CH:24][CH:23]=1 |f:4.5|. Procedure: A solution of 10.0 g (28.4 mmoles) of 1-(α-ethoxyethyl)-4,5-bis-(4-methoxyphenyl)-1H-imidazole and 3.9 g of tetramethylethylenediamine in 150 ml THF was cooled to -78° C. with a dry-ice acetone bath, and a solution of 30 ml of of 1.6 M butyl lithium in hexane was then added dropwise. After stirring for 15 minutes, 11.5 g (48.5 mmoles) of [1,1-di(trifluoromethyl)methyleneamino]trimethylsilane [R. F. Swindell et al., Inorganic Chemistry, 11, #2, 242 (1972)] was added dropwise, and the reaction mix... The reactants are COC(=O)C1=C(C=CC=C1)S(=O)(=O)N=C=O (2-(methoxycarbonyl)benzenesulfonylisocyanate), NC1=NN(C(=N1)OC)C (3-amino-5-methoxy-1-methyl-1H-1,2,4-triazole), C1CN2CCN1CC2 (DABCO). Solvent: C(Cl)Cl (methylene chloride). Run at time 3 day. Yields the product COC1=NC(=NN1C)NC(=O)NS(=O)(=O)C1=C(C(=O)OC)C=CC=C1 (2-[[(5-Methoxy-1-methyl-1H-1,2,4-triazol-3-yl)aminocarbonyl]aminosulfonyl]benzoic acid, methyl ester). Isolated yield 72.9%. Reaction SMILES: [CH3:1][O:2][C:3]([C:5]1[CH:10]=[CH:9][CH:8]=[CH:7][C:6]=1[S:11]([N:14]=[C:15]=[O:16])(=[O:13])=[O:12])=[O:4].[NH2:17][C:18]1[N:22]=[C:21]([O:23][CH3:24])[N:20]([CH3:25])[N:19]=1.C1N2CCN(CC2)C1>C(Cl)Cl>[CH3:24][O:23][C:21]1[N:20]([CH3:25])[N:19]=[C:18]([NH:17][C:15]([NH:14][S:11]([C:6]2[CH:7]=[CH:8][CH:9]=[CH:10][C:5]=2[C:3]([O:2][CH3:1])=[O:4])(=[O:12])=[O:13])=[O:16])[N:22]=1. Procedure details: To a solution of 2-(methoxycarbonyl)benzenesulfonylisocyanate (80%, 1.41 g, 4.7 mmol) in methylene chloride (10 ml) at room temperature under nitrogen was added 3-amino-5-methoxy-1-methyl-1H-1,2,4-triazole (0.50 g, 3.9 mmol). DABCO (catalytic amount) was added, and the reaction mixture was stirred for 3 days. Isolation of the product by filtration and washing with methylene chloride gave 1.05 g of a white powder, m.p. 177°-180°.